Dataset: the Open Reaction Database (ORD), a public repository of structured organic reaction records. Task: describe an organic reaction: reactants, conditions, products, and yield Reactants: BrC=1C=C2C=CC(=C(C2=CC1)C(=O)NC)O (6-bromo-2-hydroxy-N-methyl-1-naphthamide), [Si](C)(C)(C(C)(C)C)Cl (tert-butyldimethylsilyl chloride), N1C=NC=C1 (imidazole). Run at time 2 hour. Yields the product BrC=1C=C2C=CC(=C(C2=CC1)C(=O)NC)O[Si](C)(C)C(C)(C)C (6-Bromo-2-(tert-butyldimethylsilyloxy)-N-methyl-1-naphthamide). The yield is 94.6%. RXN SMILES: [Br:1][C:2]1[CH:3]=[C:4]2[C:9](=[CH:10][CH:11]=1)[C:8]([C:12]([NH:14][CH3:15])=[O:13])=[C:7]([OH:16])[CH:6]=[CH:5]2.[Si:17](Cl)([C:20]([CH3:23])([CH3:22])[CH3:21])([CH3:19])[CH3:18].N1C=CN=C1>>[Br:1][C:2]1[CH:3]=[C:4]2[C:9](=[CH:10][CH:11]=1)[C:8]([C:12]([NH:14][CH3:15])=[O:13])=[C:7]([O:16][Si:17]([C:20]([CH3:23])([CH3:22])[CH3:21])([CH3:19])[CH3:18])[CH:6]=[CH:5]2. Procedure details: A mixture of 6-bromo-2-hydroxy-N-methyl-1-naphthamide (2.50 g), tert-butyldimethylsilyl chloride (1.61 g), and imidazole (912 mg) in DMP (30 mL) was stirred for 2 h at room temperature. After dilution with water, the resulting mixture was extracted with AcOEt. The organic layer was washed with water and brine followed by concentrating in vacuo. The residue was passed through silica gel plug (hexane:AcOEt=1:1). The elute was concentrated, and the residue was washed with hexane to give the titled ... Starting materials: ClC1=NC=CC=C1 (2-chloropyridine), N1=CC(=CC=C1)CC1COC2=CC=C(C=C2C1O)O (3-(3-pyridylmethyl)-4,6-chromandiol). Yields the product N1=CC(=CC=C1)C[C@@H]1COC2=CC=C(C=C2[C@@H]1O)OC1=NC=CC=C1 (cis-3-(3-Pyridylmethyl)-6-(2-pyridyloxy)-4-chromanol). RXN SMILES: Cl[C:2]1[CH:7]=[CH:6][CH:5]=[CH:4][N:3]=1.[N:8]1[CH:13]=[CH:12][CH:11]=[C:10]([CH2:14][CH:15]2[CH:24]([OH:25])[C:23]3[C:18](=[CH:19][CH:20]=[C:21]([OH:26])[CH:22]=3)[O:17][CH2:16]2)[CH:9]=1>>[N:8]1[CH:13]=[CH:12][CH:11]=[C:10]([CH2:14][C@H:15]2[C@@H:24]([OH:25])[C:23]3[C:18](=[CH:19][CH:20]=[C:21]([O:26][C:2]4[CH:7]=[CH:6][CH:5]=[CH:4][N:3]=4)[CH:22]=3)[O:17][CH2:16]2)[CH:9]=1. Reported procedure: By the method of Example 1, 2-chloropyridine and 3-(3-pyridylmethyl)-4,6-chromandiol were converted to present title product in like yield; mp 67-68° C.; IR(CHCl3) 1598; 1491 cm-1. Reactants: [H-].[Al+3].[Li+].[H-].[H-].[H-] (Lithium aluminum hydride), ClC1=C(C(=O)O)C=CC(=N1)Cl (2,6-dichloronicotinic acid), CO (Methanol). The solvent is O1CCCC1 (tetrahydrofuran). Product: ClC1=NC(=CC=C1CO)Cl (2,6-dichloro-3-hydroxymethylpyridine). RXN SMILES: [H-].[Al+3].[Li+].[H-].[H-].[H-].[Cl:7][C:8]1[N:16]=[C:15]([Cl:17])[CH:14]=[CH:13][C:9]=1[C:10](O)=[O:11].CO>O1CCCC1>[Cl:7][C:8]1[C:9]([CH2:10][OH:11])=[CH:13][CH:14]=[C:15]([Cl:17])[N:16]=1 |f:0.1.2.3.4.5|. Reported procedure: Lithium aluminum hydride (1.78 g) was suspended in dry tetrahydrofuran (10 ml), and 2,6-dichloronicotinic acid was added under ice-cooling at an inside temperature of not more than 10° C. The mixture was stirred under ice-cooling for 1 hr and 28% aqueous amonia was added dropwise to the reaction mixture until foams disappeared. Methanol was added and the mixture was stirred at room temperature for 3 hr, and filtered through celite. The mother liquor was concentrated and the residue was applied t... Starting materials: CC#N, Cc1cccc(N2CCC(CCC3CCNCC3)CC2)n1, CCOC(C)=O, Cl, Cl, COC(=O)c1cncc(OC(=O)Oc2ccc([N+](=O)[O-])cc2)c1. The product is COC(=O)c1cncc(OC(=O)N2CCC(CCC3CCN(c4cccc(C)n4)CC3)CC2)c1. Reaction SMILES: [CH3:24][C:25]#[N:26].[CH3:29][c:30]1[n:31][c:32]([N:36]2[CH2:37][CH2:38][CH:39]([CH2:42][CH2:43][CH:44]3[CH2:45][CH2:46][NH:47][CH2:48][CH2:49]3)[CH2:40][CH2:41]2)[cH:33][cH:34][cH:35]1.[CH3:50][CH2:51][O:52][C:53]([CH3:54])=[O:55].[ClH:27].[ClH:28].[N+:1]([c:2]1[cH:3][cH:4][c:5]([O:6][C:9](=[O:10])[O:11][c:12]2[cH:13][n:14][cH:15][c:16]([C:17](=[O:18])[O:19][CH3:20])[cH:21]2)[cH:7][cH:8]1)([O-:22])=[O:23]>>[C:9](=[O:10])([O:11][c:12]1[cH:13][n:14][cH:15][c:16]([C:17](=[O:18])[O:19][CH3:20])[cH:21]1)[N:47]1[CH2:46][CH2:45][CH:44]([CH2:43][CH2:42][CH:39]2[CH2:38][CH2:37][N:36]([c:32]3[n:31][c:30]([CH3:29])[cH:35][cH:34][cH:33]3)[CH2:41][CH2:40]2)[CH2:49][CH2:48]1. Reactants: OCCN1C(C(=C(C1=O)C)C)=O (N(2-hydroxyethyl)-2,3-dimethylmaleimide), C(C)(=O)OC(C)=O (acetic anhydride). The reagents and catalysts are S(O)(O)(=O)=O (sulfuric acid). Solvent: C(C)(=O)O (acetic acid). Run at temperature 160 celsius. Yields the product C(C)(=O)OCCN1C(C(=C(C1=O)C)C)=O (N(2-acetoxyethyl)-2,3-dimethylmaleimide). Isolated yield 95.0%. RXN SMILES: [OH:1][CH2:2][CH2:3][N:4]1[C:8](=[O:9])[C:7]([CH3:10])=[C:6]([CH3:11])[C:5]1=[O:12].[C:13](OC(=O)C)(=[O:15])[CH3:14]>S(=O)(=O)(O)O.C(O)(=O)C>[C:13]([O:1][CH2:2][CH2:3][N:4]1[C:8](=[O:9])[C:7]([CH3:10])=[C:6]([CH3:11])[C:5]1=[O:12])(=[O:15])[CH3:14]. Procedure: Analogously to Example 2, 126 g (1 l mol) of 2,3-dimethylmaleic anhydride and 61 g (1 mol) of ethanolamine are reacted to give 150 g of N(2-hydroxyethyl)-2,3-dimethylmaleimide (boiling point 110° C. under 13.3 Pa; yield 89% of theory). The N(2-hydroxyethyl)-2,3-dimethylmaleimide is mixed with 181.5 g (1.78 mols) of acetic anhydride and 3 drops of concentrated sulfuric acid and the mixture is refluxed for one hour in an oil bath heated to 160° C. The acetic acid formed and the acetic anhydride ar... Starting materials: C(C)O.CN(C=O)C (ethanol dimethylformamide), C(#N)C=1C=C(C=O)C=CC1 (3-cyanobenzaldehyde), C1(CC(CCC1)=O)=O (cyclohexane-1,3-dione), C(C)OC(CC(N)=N)=O (amidinoacetic acid ethyl ester). The solvent is C(C)O (ethanol). The product is C(C)OC(=O)C1=CN(C=2CCCC(C2C1)=O)C1=CC(=CC=C1)C#N ((3-cyanophenyl)-1,4,5,6,7,8-hexahydro-5-oxoquinoline-3-carboxylic acid ethyl ester). The yield is 56.0%. RXN SMILES: [C:1]([C:3]1[CH:4]=[C:5]([CH:8]=[CH:9][CH:10]=1)C=O)#[N:2].[C:11]1(=[O:18])[CH2:16][CH2:15][CH2:14][C:13](=O)[CH2:12]1.[CH2:19]([O:21][C:22](=[O:27])[CH2:23][C:24](=[NH:26])N)[CH3:20].[CH2:28](O)C.CN(C)C=O>C(O)C>[CH2:19]([O:21][C:22]([C:23]1[CH2:28][C:12]2[C:11](=[O:18])[CH2:16][CH2:15][CH2:14][C:13]=2[N:26]([C:5]2[CH:8]=[CH:9][CH:10]=[C:3]([C:1]#[N:2])[CH:4]=2)[CH:24]=1)=[O:27])[CH3:20] |f:3.4|. Procedure: Heating a solution of 6.5 g of 3-cyanobenzaldehyde, 5.6 g of cyclohexane-1,3-dione and 6.5 g of amidinoacetic acid ethyl ester in 100 ml of ethanol for 6 hours yields 2-amino-4-((3-cyanophenyl)-1,4,5,6,7,8-hexahydro-5-oxoquinoline-3-carboxylic acid ethyl ester of melting point 262°C (ethanol/dimethylformamide). Starting materials: C(C1=CC=CC=C1)NC[C@@H](C)NS(=O)(=O)C=1C=C2C=CN=CC2=CC1 ((R)—N-{1-(benzylamino)propan-2-yl}isoquinoline-6-sulfonamide), Cl.C(C)OCC (hydrochloric acid diethyl ether). The solvent is ClCCl (dichloromethane). Run at time 4 hour. Yields the product Cl.Cl.C(C1=CC=CC=C1)NC[C@@H](C)NS(=O)(=O)C=1C=C2C=CN=CC2=CC1 ((R)—N-{1-(benzylamino)propan-2-yl}isoquinoline-6-sulfonamide dihydrochloride). Yield: 84.0%. As a reaction SMILES: [CH2:1]([NH:8][CH2:9][C@H:10]([NH:12][S:13]([C:16]1[CH:17]=[C:18]2[C:23](=[CH:24][CH:25]=1)[CH:22]=[N:21][CH:20]=[CH:19]2)(=[O:15])=[O:14])[CH3:11])[C:2]1[CH:7]=[CH:6][CH:5]=[CH:4][CH:3]=1.[ClH:26].C(OCC)C>ClCCl>[ClH:26].[ClH:26].[CH2:1]([NH:8][CH2:9][C@H:10]([NH:12][S:13]([C:16]1[CH:17]=[C:18]2[C:23](=[CH:24][CH:25]=1)[CH:22]=[N:21][CH:20]=[CH:19]2)(=[O:15])=[O:14])[CH3:11])[C:2]1[CH:3]=[CH:4][CH:5]=[CH:6][CH:7]=1 |f:1.2,4.5.6|. Reported procedure: 368 mg of (R)—N-{1-(benzylamino)propan-2-yl}isoquinoline-6-sulfonamide was dissolved in 2 mL of dichloromethane. To the solution, 3 mL of a 1 M hydrochloric acid-diethyl ether solution was added, and the mixture was stirred at room temperature for 4 hours. The deposited crystal was collected using a Kiriyama funnel and dried under reduced pressure at 60° C. to obtain 360 mg of the title compound as a white solid (84%).